This data is from the Open Reaction Database (ORD), a public repository of structured organic reaction records. The task is: describe an organic reaction: reactants, conditions, products, and yield Reactants: ClC=1N=NC(=CC1Cl)C1=CC=CC=C1 (3,4-dichloro-6-phenylpyridazine), C(C)(=O)O (acetic acid). Procedure details: A mixture of 3,4-dichloro-6-phenylpyridazine (0.53 g) and acetic acid (2.6 mL) was heated under reflux for 5 hr, and the solvent was evaporated under reduced pressure. The residue was neutralized with saturated aqueous sodium hydrogen carbonate solution. The obtained solid was collected by filtration and recrystallized from ethanol to give the title compound (0.20 g). Yields the product ClC=1C(NN=C(C1)C1=CC=CC=C1)=O (4-chloro-6-phenylpyridazin-3(2H)-one). RXN SMILES: Cl[C:2]1[N:3]=[N:4][C:5]([C:9]2[CH:14]=[CH:13][CH:12]=[CH:11][CH:10]=2)=[CH:6][C:7]=1[Cl:8].C(O)(=[O:17])C>>[Cl:8][C:7]1[C:2](=[O:17])[NH:3][N:4]=[C:5]([C:9]2[CH:14]=[CH:13][CH:12]=[CH:11][CH:10]=2)[CH:6]=1. The reactants are Cl (hydrochloric acid), ClC=1C=C2C(C(NC2=CC1Cl)=O)=O (5,6-dichloroisatin), BrCC(=O)OCC (Ethyl 2-bromoacetate), [H-].[Na+] (Sodium hydride). The solvent is CN(C)C=O (DMF). Reaction conditions: time 20 minute. Yields the product ClC1=CC=C2C(C(N(C2=C1Cl)CC(=O)O)=O)=O (2-(6,7-dichloroisatin-1-yl)acetic acid). Yield: 67.0%. Reaction SMILES: Cl[C:2]1[CH:3]=[C:4]2[C:8](=[CH:9][C:10]=1[Cl:11])[NH:7][C:6](=[O:12])[C:5]2=[O:13].[H-].[Na+].Br[CH2:17][C:18]([O:20]CC)=[O:19].[ClH:23]>CN(C=O)C>[Cl:11][C:10]1[C:9]([Cl:23])=[C:8]2[C:4]([C:5](=[O:13])[C:6](=[O:12])[N:7]2[CH2:17][C:18]([OH:20])=[O:19])=[CH:3][CH:2]=1 |f:1.2|. Reported procedure: A solution of 5,6-dichloroisatin (1.0 g, 4.65 mmol) in DMF (20 ml) was cooled in an ice-bath. Sodium hydride (5.11 mmol, 0.20 g 60% dispersion in mineral oil) was added and the mixture was stirred for 20 min. Ethyl 2-bromoacetate (0.37 ml, 5.11 mmol) was added and stirring was continued for 2 hours. The resulting mixture was poured into diluted hydrochloric acid (200 ml, 4M), heated to reflux for 2 hours, filtered, cooled and extracted with ethyl acetate. The organic extract was dried over magne... Reactants: Cl (hydrochloric acid), COC(CC1=CC(=CC=C1)CN(C(C)C)C1CCN(CC1)C=1SC2=C(N1)C=CC(=C2)Cl)=O ([3-[[[1-(6-chlorobenzothiazole-2-yl)piperidine-4-yl]isopropylamino]methyl]phenyl]acetic acid methyl ester), [OH-].[Na+] (sodium hydroxide), O1CCCC1 (tetrahydrofuran). Run in CO (methanol). Run at time 1 hour. The product is ClC1=CC2=C(N=C(S2)N2CCC(CC2)N(C(C)C)CC=2C=C(C=CC2)CC(=O)O)C=C1 ([3-[[[1-(6-chlorobenzothiazole-2-yl)piperidine-4-yl]isopropylamino]methyl]phenyl]acetic acid). The yield is 32.1%. As a reaction SMILES: C[O:2][C:3](=[O:32])[CH2:4][C:5]1[CH:10]=[CH:9][CH:8]=[C:7]([CH2:11][N:12]([CH:16]2[CH2:21][CH2:20][N:19]([C:22]3[S:23][C:24]4[CH:30]=[C:29]([Cl:31])[CH:28]=[CH:27][C:25]=4[N:26]=3)[CH2:18][CH2:17]2)[CH:13]([CH3:15])[CH3:14])[CH:6]=1.[OH-].[Na+].O1CCCC1.Cl>CO>[Cl:31][C:29]1[CH:28]=[CH:27][C:25]2[N:26]=[C:22]([N:19]3[CH2:20][CH2:21][CH:16]([N:12]([CH2:11][C:7]4[CH:6]=[C:5]([CH2:4][C:3]([OH:32])=[O:2])[CH:10]=[CH:9][CH:8]=4)[CH:13]([CH3:14])[CH3:15])[CH2:17][CH2:18]3)[S:23][C:24]=2[CH:30]=1 |f:1.2|. Procedure: A mixture of [3-[[[1-(6-chlorobenzothiazole-2-yl)piperidine-4-yl]isopropylamino]methyl]phenyl]acetic acid methyl ester (90 mg), 2N sodium hydroxide (0.5 mL), tetrahydrofuran (2 mL) and methanol (1 mL) was stirred at room temperature for 1 hour. After neutralizing with 2N hydrochloric acid, the reaction solution was concentrated under reduced pressure and extracted with ethyl acetate. The organic layer was washed with water and brine, and dried over magnesium sulphate. The solvent was evaporated ... Starting materials: [N+](=[N-])=C (diazomethane), CC=1C(C1C)C(=O)OCC (ethyl 2,3-dimethylcycloprop-2-enecarboxylate), CC1=CC=C(C=C1)S(=O)(=O)N(C)N=O (Diazald), [OH-].[K+] (KOH). The solvent is CCOCC (Et2O), CCOCC (Et2O), C(C)(=O)O (acetic acid), C(C)OCCOCCO (2-(2-ethoxyethoxy)ethanol). Reaction conditions: temperature 0 celsius, time 14 day. The product is [N+](=[N-])=C (Diazomethane), CC12N=NCC2(C1C(=O)OCC)C (ethyl 1,5-dimethyl-2,3-diaza-bicyclo[3.1.0]hex-2-ene-6-carboxylate). Reaction SMILES: [CH3:1]C1C=CC(S([N:11]([N:13]=O)[CH3:12])(=O)=O)=CC=1.[OH-].[K+].[N+:17](=[CH2:19])=[N-:18].[CH3:20][C:21]1[CH:22]([C:25]([O:27][CH2:28][CH3:29])=[O:26])[C:23]=1C>C(OCCOCCO)C.CCOCC.C(O)(=O)C>[N+:11](=[CH2:12])=[N-:13].[CH3:1][C:19]12[CH:22]([C:25]([O:27][CH2:28][CH3:29])=[O:26])[C:21]1([CH3:23])[CH2:20][N:18]=[N:17]2 |f:1.2|. Procedure: Diazomethane was prepared from Diazald (21.5 g), KOH (6.6 g) in 2-(2-ethoxyethoxy)ethanol (35 mL). To the diazomethane solution in Et2O was added ethyl 2,3-dimethylcycloprop-2-enecarboxylate as obtained above. The mixture was stirred at 0° C. for 14 days in the dark. A solution of acetic acid in Et2O was added to quench off remaining diazomethane and the volatiles were removed in vacuo. Remaining starting material was removed by Kugelrohr distillation to afford ethyl 1,5-dimethyl-2,3-diaza-bicyc...